This data is from the Open Reaction Database (ORD), a public repository of structured organic reaction records. The task is: describe an organic reaction: reactants, conditions, products, and yield The reactants are C(C)OC(=O)C1=NN2C(NC=3C=CC=CC3C2=C1)=S (5,6-dihydro-5-thioxopyrazolo-[1,5-c]quinazoline-2-carboxylic acid ethyl ester), [H-].C(C(C)C)[Al+]CC(C)C (diisobutylaluminum hydride), [H-].C(C(C)C)[Al+]CC(C)C (Dibal). The solvent is ClCCl (dichloromethane). Reaction conditions: time 45 minute. Yields the product OCC1=NN2C(NC=3C=CC=CC3C2=C1)=S (2-(Hydroxymethyl)pyrazolo[1,5-c]quinazoline-5(6H)-thione). Reaction SMILES: C([O:3][C:4]([C:6]1[CH:18]=[C:17]2[N:8]([C:9](=[S:19])[NH:10][C:11]3[CH:12]=[CH:13][CH:14]=[CH:15][C:16]=32)[N:7]=1)=O)C.[H-].C([Al+]CC(C)C)C(C)C>ClCCl>[OH:3][CH2:4][C:6]1[CH:18]=[C:17]2[N:8]([C:9](=[S:19])[NH:10][C:11]3[CH:12]=[CH:13][CH:14]=[CH:15][C:16]=32)[N:7]=1 |f:1.2|. Procedure: 1.37 g (0.005 mole) of 5,6-dihydro-5-thioxopyrazolo-[1,5-c]quinazoline-2-carboxylic acid ethyl ester prepared as described in Example 2 is suspended in 100 ml of dichloromethane and treated with 8 ml (0.011 mole) of 20% diisobutylaluminum hydride (Dibal). The resultant yellow solution is stirred at room temperature for 45 minutes, 2.0 ml (0.003 M) of Dibal solution is added and stirring continued for 17 hours. Starting materials: O[C@@H](CC(=O)SCCNC(CCNC([C@@H](C(COP(OP(OC[C@@H]1[C@H]([C@H]([C@@H](O1)N1C=NC=2C(N)=NC=NC12)O)OP(=O)(O)O)(=O)O)(=O)O)(C)C)O)=O)=O)CCC1=CC=CC=C1 ((R)-3-hydroxy-5-phenylvaleryl CoA), O[C@@H](CC(=O)SCCNC(CCNC([C@@H](C(COP(OP(OC[C@@H]1[C@H]([C@H]([C@@H](O1)N1C=NC=2C(N)=NC=NC12)O)OP(=O)(O)O)(=O)O)(=O)O)(C)C)O)=O)=O)CCC1=CC=C(C=C1)F ((R)-3-hydroxy-5-(4-fluorophenyl)valeryl CoA), P(O)(=O)(OP(=O)(O)OP(=O)(O)O)OC[C@@H]1[C@H]([C@H]([C@@H](O1)N1C=NC=2C(N)=NC=NC12)O)O (ATP), [Mg+2].[Cl-].[Cl-] (MgCl2), CC(C)(COP(=O)(O)OP(=O)(O)OC[C@@H]1[C@H]([C@H]([C@@H](O1)N2C=NC3=C2N=CN=C3N)O)OP(=O)(O)O)[C@H](C(=O)NCCC(=O)NCCS)O (CoA), O[C@@H](CC(=O)[O-])CCCCC ((R)-3-hydroxyoctanoate), Acyl-CoA, S(O)(O)(=O)=O (Sulfuric acid). The solvent is solution. Product: O[C@@H](CC(=O)SCCNC(CCNC([C@@H](C(COP(OP(OC[C@@H]1[C@H]([C@H]([C@@H](O1)N1C=NC=2C(N)=NC=NC12)O)OP(=O)(O)O)(=O)O)(=O)O)(C)C)O)=O)=O)CCCCC ((R)-3-hydroxyoctanoyl-CoA). Reaction SMILES: P(OC[C@H]1O[C@@H](N2C3N=CN=C(N)C=3N=C2)[C@H](O)[C@@H]1O)(OP(OP(O)(O)=O)(O)=O)(=O)O.[Mg+2].[Cl-].[Cl-].CC([C@@H](O)C(NCCC(NCCS)=O)=O)(COP(OP(OC[C@H]1O[C@@H](N2C3N=CN=C(N)C=3N=C2)[C@H](O)[C@@H]1OP(O)(O)=O)(O)=O)(O)=O)C.O[C@H](CCCCC)CC([O-])=O.S(=O)(=O)(O)O.[OH:99][C@H:100]([CH2:152][CH2:153][C:154]1C=CC=[CH:156][CH:155]=1)[CH2:101][C:102]([S:104][CH2:105][CH2:106][NH:107][C:108](=[O:151])[CH2:109][CH2:110][NH:111][C:112](=[O:150])[C@H:113]([OH:149])[C:114]([CH3:148])([CH3:147])[CH2:115][O:116][P:117]([OH:146])(=[O:145])[O:118][P:119]([OH:144])(=[O:143])[O:120][CH2:121][C@H:122]1[O:126][C@@H:125]([N:127]2[C:136]3[N:135]=[CH:134][N:133]=[C:131]([NH2:132])[C:130]=3[N:129]=[CH:128]2)[C@H:124]([OH:137])[C@@H:123]1[O:138][P:139]([OH:142])([OH:141])=[O:140])=[O:103].O[C@H](CCC1C=CC(F)=CC=1)CC(SCCNC(=O)CCNC(=O)[C@H](O)C(C)(C)COP(O)(=O)OP(O)(=O)OC[C@H]1O[C@@H](N2C3N=CN=C(N)C=3N=C2)[C@H](O)[C@@H]1OP(O)(O)=O)=O>>[OH:99][C@H:100]([CH2:152][CH2:153][CH2:154][CH2:155][CH3:156])[CH2:101][C:102]([S:104][CH2:105][CH2:106][NH:107][C:108](=[O:151])[CH2:109][CH2:110][NH:111][C:112](=[O:150])[C@H:113]([OH:149])[C:114]([CH3:148])([CH3:147])[CH2:115][O:116][P:117]([OH:146])(=[O:145])[O:118][P:119]([OH:144])(=[O:143])[O:120][CH2:121][C@H:122]1[O:126][C@@H:125]([N:127]2[C:136]3[N:135]=[CH:134][N:133]=[C:131]([NH2:132])[C:130]=3[N:129]=[CH:128]2)[C@H:124]([OH:137])[C@@H:123]1[O:138][P:139]([OH:142])([OH:141])=[O:140])=[O:103] |f:1.2.3|. Procedure details: (R)-3-hydroxyoctanoyl-CoA was synthesized in accordance with the following procedure, based on the method of Rehm BHA, Kruger N, Steinbuchel A (1998) Journal of Biological Chemistry 273 pp 24044–24051, with the method slightly modified. Acyl-CoA synthetase (manufactured by Sigma Co., Ltd.) was dissolved in a tris hydrochloric buffer solution (50 mM, pH 7.5) containing 2 mM ATP, 5 mM MgCl2, 2 mM CoA and 2 mM (R)-3-hydroxyoctanoate so that the concentration was 0.1 milliunit per microliter. The so... Starting materials: [H-].[Na+] (sodium hydride), [N+](=O)([O-])C=1C=C2C=C(NC2=CC1)C(=O)OCC (ethyl 5-nitro-1H-indole-2-carboxylate), O (water), C(CC)I (propyl iodide). Run in paraffin, CS(=O)C (dimethyl sulphoxide). Run at temperature 50 celsius, time 30 minute. Yields the product [N+](=O)([O-])C=1C=C2C=C(N(C2=CC1)CCC)C(=O)OCC (Ethyl 5-nitro-1-propyl-1H-indole-2-carboxylate). Reaction SMILES: [N+:1]([C:4]1[CH:5]=[C:6]2[C:10](=[CH:11][CH:12]=1)[NH:9][C:8]([C:13]([O:15][CH2:16][CH3:17])=[O:14])=[CH:7]2)([O-:3])=[O:2].[H-].[Na+].[CH2:20](I)[CH2:21][CH3:22].O>CS(C)=O>[N+:1]([C:4]1[CH:5]=[C:6]2[C:10](=[CH:11][CH:12]=1)[N:9]([CH2:20][CH2:21][CH3:22])[C:8]([C:13]([O:15][CH2:16][CH3:17])=[O:14])=[CH:7]2)([O-:3])=[O:2] |f:1.2|. Reported procedure: Under argon, 937 mg (4.00 mmol) of ethyl 5-nitro-1H-indole-2-carboxylate (A. Guy, J. -P. Guetté, Synthesis 1980, 222–223) are initially charged in 12 ml of dimethyl sulphoxide. 4.40 mmol of sodium hydride (176 mg of a 60% dispersion in paraffin) are added a little at a time, and the mixture is stirred at 50° C. for 30 min. After cooling to RT, 170 mg (4.40 mmol) of propyl iodide are added, and the mixture is stirred at RT for another 3 h. The reaction mixture is poured into 30 ml of water and ex... Starting materials: ClC=1C(=C(C=CC1)[C@@H](C)NC(=O)[C@H]1N([C@@H]2C[C@@H]2C1)C(CN1N=C(C=2C1=CN=CC2)C(=O)N)=O)F (1-(2-{(1R,3S,5R)-3-[(R)-1-(3-Chloro-2-fluoro-phenyl)-ethylcarbamoyl]-2-aza-bicyclo[3.1.0]hex-2-yl}-2-oxo-ethyl)-1H-pyrazolo[3,4-c]pyridine-3-carboxylic acid amide), ClC=1C=C(C(=O)OO)C=CC1 (3-chlorobenzoperoxoic acid). Solvent: C(C)(=O)O (acetic acid). Conditions: temperature 55 celsius, time 18 hour. Yields the product C(N)(=O)C1=NN(C2=C[N+](=CC=C21)[O-])CC(=O)N2[C@@H]1C[C@@H]1C[C@H]2C(N[C@H](C)C2=C(C(=CC=C2)Cl)F)=O (3-Carbamoyl-1-(2-((1R,3S,5R)-3-((R)-1-(3-chloro-2-fluorophenyl)ethyl-carbamoyl)-2-azabicyclo[3.1.0]hexan-2-yl)-2-oxoethyl)-1H-pyrazolo[3,4-c]pyridine 6-oxide). RXN SMILES: [Cl:1][C:2]1[C:3]([F:34])=[C:4]([C@H:8]([NH:10][C:11]([C@@H:13]2[CH2:18][C@@H:17]3[C@@H:15]([CH2:16]3)[N:14]2[C:19](=[O:33])[CH2:20][N:21]2[C:25]3=[CH:26][N:27]=[CH:28][CH:29]=[C:24]3[C:23]([C:30]([NH2:32])=[O:31])=[N:22]2)=[O:12])[CH3:9])[CH:5]=[CH:6][CH:7]=1.ClC1C=C(C=CC=1)C(OO)=[O:40]>C(O)(=O)C>[C:30]([C:23]1[C:24]2[C:25](=[CH:26][N+:27]([O-:40])=[CH:28][CH:29]=2)[N:21]([CH2:20][C:19]([N:14]2[C@H:13]([C:11](=[O:12])[NH:10][C@@H:8]([C:4]3[CH:5]=[CH:6][CH:7]=[C:2]([Cl:1])[C:3]=3[F:34])[CH3:9])[CH2:18][C@@H:17]3[C@H:15]2[CH2:16]3)=[O:33])[N:22]=1)(=[O:31])[NH2:32]. Procedure details: To a solution of 1-(2-((1R,3S,5R)-3-((R)-1-(3-chloro-2-fluorophenyl)ethylcarbamoyl)-2-azabicyclo[3.1.0]hexan-2-yl)-2-oxoethyl)-1H-pyrazolo[3,4-c]pyridine-3-carboxamide (Example 702, 150 mg, 0.31 mmol) in acetic acid (4 mL) was added 3-chlorobenzoperoxoic acid (85 mg, 0.50 mmol) at 55° C. The reaction mixture was stirred at 55° C. for 18 h and then cooled to RT. Volatiles were evaporated and the residue was purified by preparative HPLC (Waters Sunfire, C18-ODB, 5 μm, 30×100 mm, flow: 40 mL/min, e... Reactants: C(C)(C)(C)OC(=O)C(C)(C)O\N=C(/C(=O)NC1[C@@H]2N(C(=C(CS2)C=CCI)C(=O)OC(C2=CC=CC=C2)C2=CC=CC=C2)C1=O)\C=1N=C(SC1)NC(C1=CC=CC=C1)(C1=CC=CC=C1)C1=CC=CC=C1 (diphenylmethyl 7-[(Z)-2-(2-t-butoxycarbonyl-2-propoxyimino)-2-(2-tritylaminothiazol-4-yl)acetamido]-3-(3-iodo-1-propen-1-yl)-3-cephem-4-carboxylate), N1=CC=CC=C1 (pyridine). The solvent is ClCCl (dichloromethane), C(C)(C)OC(C)C (diisopropyl ether). Reaction conditions: time 3.5 hour. The product is NC=1SC=C(N1)/C(/C(=O)NC1[C@@H]2N(C(=C(CS2)\C=C\C[N+]2=CC=CC=C2)C(=O)[O-])C1=O)=N/OC(C)(C)C(=O)O (7-[(Z)-2-(2-Aminothiazol-4-yl)-2-(2-carboxy-2-propoxyimino)acetamido]-3-[(E)-3-pyridinio-1-propen-1-yl]-3-cephem-4-carboxylate). Isolated yield 7.0%. RXN SMILES: C([O:5][C:6]([C:8]([O:11]/[N:12]=[C:13](/[C:46]1[N:47]=[C:48]([NH:51]C(C2C=CC=CC=2)(C2C=CC=CC=2)C2C=CC=CC=2)[S:49][CH:50]=1)\[C:14]([NH:16][CH:17]1[C:44](=[O:45])[N:19]2[C:20]([C:28]([O:30]C(C3C=CC=CC=3)C3C=CC=CC=3)=[O:29])=[C:21]([CH:24]=[CH:25][CH2:26]I)[CH2:22][S:23][C@H:18]12)=[O:15])([CH3:10])[CH3:9])=[O:7])(C)(C)C.[N:71]1[CH:76]=[CH:75][CH:74]=[CH:73][CH:72]=1>ClCCl.C(OC(C)C)(C)C>[NH2:51][C:48]1[S:49][CH:50]=[C:46](/[C:13](=[N:12]/[O:11][C:8]([C:6]([OH:7])=[O:5])([CH3:10])[CH3:9])/[C:14]([NH:16][CH:17]2[C:44](=[O:45])[N:19]3[C:20]([C:28]([O-:30])=[O:29])=[C:21](/[CH:24]=[CH:25]/[CH2:26][N+:71]4[CH:76]=[CH:75][CH:74]=[CH:73][CH:72]=4)[CH2:22][S:23][C@H:18]23)=[O:15])[N:47]=1. Procedure: A mixture of diphenylmethyl 7-[(Z)-2-(2-t-butoxycarbonyl-2-propoxyimino)-2-(2-tritylaminothiazol-4-yl)acetamido]-3-(3-iodo-1-propen-1-yl)-3-cephem-4-carboxylate (X-4', 497 mg, 0.5 mmole) and pyridine (0.08 ml, 1 mmole) in dichloromethane (5 ml) was allowed to stand at room temperature for 3.5 hours, and was then diluted with diisopropyl ether. The resulting precipitate was collected by filtration and treated with trifluoroacetic acid (5 ml) and anisole (1 ml) at room temperature for 1 hour, and ... Reactants: Br, [Cu]Br, Cc1cc(F)c(N)cc1[N+](=O)[O-], O=N[O-], [Na+], O. Product: Cc1cc(F)c(Br)cc1[N+](=O)[O-]. Reaction SMILES: [BrH:17].[Cu:19][Br:20].[F:5][c:6]1[c:7]([NH2:8])[cH:9][c:10]([N+:14](=[O:15])[O-:16])[c:11]([CH3:13])[cH:12]1.[N:1]([O-:2])=[O:3].[Na+:4].[OH2:18]>>[F:5][c:6]1[c:7]([Br:17])[cH:9][c:10]([N+:14](=[O:15])[O-:16])[c:11]([CH3:13])[cH:12]1. The reactants are BrC=1C=C(C=C2C3=C(NC12)C(OCC3)(CC)CCO)C(C)C (2-(8-bromo-1-ethyl-6-isopropyl-1,3,4,9-tetrahydro-pyrano[3,4-b]indol-1-yl)-ethanol), C(#N)C=1C=C(C=CC1)B(O)O (3-cyanophenylboronic acid). The product is C(C)C1(OCCC2=C1NC1=C(C=C(C=C21)C(C)C)C2=CC=CC=C2)CCO (2-(1-Ethyl-6-isopropyl-8-phenyl-1,3,4,9-tetrahydro-pyrano[3,4-b]indol-1-yl)-ethanol). Reaction SMILES: Br[C:2]1[CH:3]=[C:4]([CH:20]([CH3:22])[CH3:21])[CH:5]=[C:6]2[C:10]=1[NH:9][C:8]1[C:11]([CH2:17][CH2:18][OH:19])([CH2:15][CH3:16])[O:12][CH2:13][CH2:14][C:7]2=1.C([C:25]1[CH:26]=[C:27](B(O)O)[CH:28]=[CH:29][CH:30]=1)#N>>[CH2:15]([C:11]1([CH2:17][CH2:18][OH:19])[C:8]2[NH:9][C:10]3[C:6]([C:7]=2[CH2:14][CH2:13][O:12]1)=[CH:5][C:4]([CH:20]([CH3:22])[CH3:21])=[CH:3][C:2]=3[C:25]1[CH:26]=[CH:27][CH:28]=[CH:29][CH:30]=1)[CH3:16]. Procedure details: The title compound is prepared in a manner analogous to Example 1, except using 2-(8-bromo-1-ethyl-6-isopropyl-1,3,4,9-tetrahydro-pyrano[3,4-b]indol-1-yl)-ethanol and 3-cyanophenylboronic acid in step 1.F. Starting materials: [Al+3], CCC=CCC=CCC=CCC=CCC=CCC=CC=CC(=O)OCC, C1CCOC1, [Cl-], [H-], [H-], [H-], [H-], [Li+], [NH4+]. Product: CCC=CCC=CCC=CCC=CCC=CCC=CC=CCO. As a reaction SMILES: [Al+3:28].[C:1]([CH:2]=[CH:3][CH:4]=[CH:5][CH2:6][CH:7]=[CH:8][CH2:9][CH:10]=[CH:11][CH2:12][CH:13]=[CH:14][CH2:15][CH:16]=[CH:17][CH2:18][CH:19]=[CH:20][CH2:21][CH3:22])(=[O:23])[O:24][CH2:25][CH3:26].[CH2:35]1[O:36][CH2:37][CH2:38][CH2:39]1.[Cl-:33].[H-:27].[H-:30].[H-:31].[H-:32].[Li+:29].[NH4+:34]>>[CH2:1]([CH:2]=[CH:3][CH:4]=[CH:5][CH2:6][CH:7]=[CH:8][CH2:9][CH:10]=[CH:11][CH2:12][CH:13]=[CH:14][CH2:15][CH:16]=[CH:17][CH2:18][CH:19]=[CH:20][CH2:21][CH3:22])[OH:23]. The reactants are [Al+3], [Al+3], CC1Oc2cccc3nc4c(c(c23)N(Cc2ccccc2)C1=O)CCCC4, CCOC(C)=O, [Cl-], [Cl-], [Cl-], [H-], [H-], [H-], [H-], [Li+], [Na+], C1CCOC1, [OH-]. Product: CC1CN(Cc2ccccc2)c2c3c(nc4cccc(c24)O1)CCCC3. RXN SMILES: [Al+3:2].[Al+3:8].[CH2:11]([c:12]1[cH:13][cH:14][cH:15][cH:16][cH:17]1)[N:18]1[C:19](=[O:37])[CH:20]([CH3:36])[O:21][c:22]2[c:23]3[c:24]1[c:25]1[c:30]([n:31][c:32]3[cH:33][cH:34][cH:35]2)[CH2:29][CH2:28][CH2:27][CH2:26]1.[CH3:45][CH2:46][O:47][C:48](=[O:49])[CH3:50].[Cl-:10].[Cl-:7].[Cl-:9].[H-:1].[H-:4].[H-:5].[H-:6].[Li+:3].[Na+:39].[O:40]1[CH2:41][CH2:42][CH2:43][CH2:44]1.[OH-:38]>>[CH2:11]([c:12]1[cH:13][cH:14][cH:15][cH:16][cH:17]1)[N:18]1[CH2:19][CH:20]([CH3:36])[O:21][c:22]2[c:23]3[c:24]1[c:25]1[c:30]([n:31][c:32]3[cH:33][cH:34][cH:35]2)[CH2:29][CH2:28][CH2:27][CH2:26]1. Starting materials: C1(=CC=CC=C1)P(C1=CC=CC=C1)C1=CC=CC=C1 (triphenylphosphine), CCOC(=O)/N=N/C(=O)OCC (diethylazodicarboxylate), C(C)(C)(C)N (t-butylamine), C(C)(C)(C)N (t-butylamine), C(C1=CC=CC=C1)(=O)N=C=S (benzoyl isothiocyanate), C(C1=CC=CC=C1)(=O)N=C=S (benzoyl isothiocyanate). Solvent: CC(=O)C (acetone). Conditions: time 2 hour. The product is C(C1=CC=CC=C1)(=O)N=C=NC(C)(C)C (N-Benzoyl-N'-(t-butyl)carbodiimide), C(C1=CC=CC=C1)(=O)NC(=S)NC(C)(C)C (N-benzoyl-N'-(t-butyl)thiourea). Yield: 52.0%. As a reaction SMILES: [C:1]([NH2:5])([CH3:4])([CH3:3])[CH3:2].[C:6]([N:14]=[C:15]=[S:16])(=[O:13])[C:7]1[CH:12]=[CH:11][CH:10]=[CH:9][CH:8]=1.CCOC(/N=N/C(OCC)=O)=O.C1(P(C2C=CC=CC=2)C2C=CC=CC=2)C=CC=CC=1>CC(C)=O>[C:6]([N:14]=[C:15]=[N:5][C:1]([CH3:4])([CH3:3])[CH3:2])(=[O:13])[C:7]1[CH:12]=[CH:11][CH:10]=[CH:9][CH:8]=1.[C:6]([NH:14][C:15]([NH:5][C:1]([CH3:4])([CH3:3])[CH3:2])=[S:16])(=[O:13])[C:7]1[CH:12]=[CH:11][CH:10]=[CH:9][CH:8]=1. Procedure details: N-Benzoyl-N'-(t-butyl)carbodiimide was prepared by the method of O. Misunobu et al (Bull. Chem. Soc. Japan, 45, p. 3607, 1972) in two steps from t-butylamine, benzoyl isothiocyanate, diethylazodicarboxylate and triphenylphosphine. The initial reaction combined equimolar amounts (0.04 m) of benzoyl isothiocyanate and t-butylamine in 125 ml of dry acetone. After two hours at ambient temperature and 0.5 hour at 40° C., the solution was evaporated to dryness and the precipitate washed with petroleum...